Dataset: the Open Reaction Database (ORD), a public repository of structured organic reaction records. Task: describe an organic reaction: reactants, conditions, products, and yield Reactants: C(#N)C1=CC2=C(OC(C=C2N2C(C=C(C=C2)CCCO[Si](C)(C)C(C)(C)C)=O)(C)C)C=C1 (6-cyano-2,2-dimethyl-4-{1,2-dihydro-2-oxo-4-(3-t-butyldimethylsilyloxypropyl)-1-pyridinyl}-2H-benzo[b]pyran), Cl (hydrochloric acid). Solvent: CO (methanol), O1CCOCC1 (dioxane). The product is C(#N)C1=CC2=C(OC(C=C2N2C(C=C(C=C2)CCCO)=O)(C)C)C=C1 (6-cyano-2,2-dimethyl-4-{1,2-dihydro-2-oxo-4-(3-hydroxypropyl)-1-pyridinyl}-2H-benzo[b]pyran). Yield: 94.4%. Reaction SMILES: [C:1]([C:3]1[CH:32]=[CH:31][C:6]2[O:7][C:8]([CH3:30])([CH3:29])[CH:9]=[C:10]([N:11]3[CH:16]=[CH:15][C:14]([CH2:17][CH2:18][CH2:19][O:20][Si](C(C)(C)C)(C)C)=[CH:13][C:12]3=[O:28])[C:5]=2[CH:4]=1)#[N:2].Cl>CO.O1CCOCC1>[C:1]([C:3]1[CH:32]=[CH:31][C:6]2[O:7][C:8]([CH3:30])([CH3:29])[CH:9]=[C:10]([N:11]3[CH:16]=[CH:15][C:14]([CH2:17][CH2:18][CH2:19][OH:20])=[CH:13][C:12]3=[O:28])[C:5]=2[CH:4]=1)#[N:2]. Reported procedure: In 7.50 ml of methanol, is dissolved 819 mg of 6-cyano-2,2-dimethyl-4-{2-oxo-4-(3-t-butyldimethylsilyloxypropyl)-1-pyridinyl}-2H-benzo[b]pyran obtained in Example 40. Then, 1.90 ml of 4N hydrochloric acid in dioxane is added thereto at 0° C., and reacted at room temperature for 30 minutes. The reaction mixture is concentrated under reduced pressure, the residue is mixed with ethyl acetate and water, and the product is extracted into ethyl acetate. The organic layer is washed with saturated aqueo... The reactants are C(C1=CC=CC=C1)OC=1C=C(C=CC1Br)C(C)(CCCCCC)C (2-(3-benzyloxy-4-bromophenyl)-2-methyloctane), [Mg] (magnesium), CN(C=O)C (Dimethylformamide). Run in O1CCCC1 (tetrahydrofuran). Product: C(C1=CC=CC=C1)OC1=C(C=O)C=CC(=C1)C(CCCCCC)(C)C (2-Benzyloxy-4-(1,1-dimethylheptyl)benzaldehyde). Reaction SMILES: [CH2:1]([O:8][C:9]1[CH:10]=[C:11]([C:16]([CH3:24])([CH2:18][CH2:19][CH2:20][CH2:21][CH2:22][CH3:23])[CH3:17])[CH:12]=[CH:13][C:14]=1Br)[C:2]1[CH:7]=[CH:6][CH:5]=[CH:4][CH:3]=1.[Mg].CN(C)[CH:28]=[O:29]>O1CCCC1>[CH2:1]([O:8][C:9]1[CH:10]=[C:11]([C:16]([CH3:24])([CH3:17])[CH2:18][CH2:19][CH2:20][CH2:21][CH2:22][CH3:23])[CH:12]=[CH:13][C:14]=1[CH:28]=[O:29])[C:2]1[CH:7]=[CH:6][CH:5]=[CH:4][CH:3]=1. Procedure: 2-(3-benzyloxy-4-bromophenyl)-2-methyloctane (100 g., 0.257 mole) in tetrahydrofuran (500 ml.) was slowly added to 70-80 mesh magnesium (12.3 g., 0.514 mole) at such a rate that reflux was maintained. Upon completion of addition, the reaction mixture was stirred until it cooled to room temperature. It was then further cooled to 0° C. Dimethylformamide (29.8 ml., 0.385 mole) was added dropwise to the reaction mixture over a 25 minute period (reaction temperature<10° C.). The reaction mixture was ... Starting materials: C1CCOC1, CC#N, O=C(Cl)Oc1ccc([N+](=O)[O-])cc1, CC(C)(C)OC(=O)NC(CN)CC1CCCCC1, [Na+], O=C([O-])O. The product is CC(C)(C)OC(=O)NC(CNC(=O)Oc1ccc([N+](=O)[O-])cc1)CC1CCCCC1. Reaction SMILES: [CH2:40]1[O:41][CH2:42][CH2:43][CH2:44]1.[CH3:37][C:38]#[N:39].[Cl:24][C:25](=[O:26])[O:27][c:28]1[cH:29][cH:30][c:31]([N+:34](=[O:35])[O-:36])[cH:32][cH:33]1.[NH2:1][CH2:2][CH:3]([CH2:4][CH:5]1[CH2:6][CH2:7][CH2:8][CH2:9][CH2:10]1)[NH:11][C:12]([O:13][C:14]([CH3:15])([CH3:16])[CH3:17])=[O:18].[Na+:23].[O-:19][C:20]([OH:21])=[O:22]>>[NH:1]([CH2:2][CH:3]([CH2:4][CH:5]1[CH2:6][CH2:7][CH2:8][CH2:9][CH2:10]1)[NH:11][C:12]([O:13][C:14]([CH3:15])([CH3:16])[CH3:17])=[O:18])[C:25](=[O:26])[O:27][c:28]1[cH:29][cH:30][c:31]([N+:34](=[O:35])[O-:36])[cH:32][cH:33]1.